Dataset: the Open Reaction Database (ORD), a public repository of structured organic reaction records. Task: describe an organic reaction: reactants, conditions, products, and yield Starting materials: C(C)(=O)OC(C)=O (Acetic anhydride), C1(=CC=CC=C1)CC(=O)NC1[C@@H]2N(C(C(CS2)CO)C(=O)OC(C2=CC=CC=C2)C2=CC=CC=C2)C1=O (diphenylmethyl 7-(2-phenylacetamido)-3-hydroxymethylcepham-4-carboxylate), resultant solution, O (water), C(C)(=O)OCC (ethyl acetate). The solvent is CS(=O)C (dimethylsulfoxide). Run at time 15 hour. Yields the product C1(=CC=CC=C1)CC(=O)NC1[C@@H]2N(C(C(CS2)=COC(C)=O)C(=O)OC(C2=CC=CC=C2)C2=CC=CC=C2)C1=O (diphenylmethyl 7-(2-phenylacetamido)-3-acetoxymethylenecepham-4-carboxylate). RXN SMILES: [C:1](OC(=O)C)(=[O:3])[CH3:2].[C:8]1([CH2:14][C:15]([NH:17][CH:18]2[C:43](=[O:44])[N:20]3[CH:21]([C:27]([O:29][CH:30]([C:37]4[CH:42]=[CH:41][CH:40]=[CH:39][CH:38]=4)[C:31]4[CH:36]=[CH:35][CH:34]=[CH:33][CH:32]=4)=[O:28])[CH:22]([CH2:25][OH:26])[CH2:23][S:24][C@H:19]23)=[O:16])[CH:13]=[CH:12][CH:11]=[CH:10][CH:9]=1.O.C(OCC)(=O)C>CS(C)=O>[C:8]1([CH2:14][C:15]([NH:17][CH:18]2[C:43](=[O:44])[N:20]3[CH:21]([C:27]([O:29][CH:30]([C:31]4[CH:32]=[CH:33][CH:34]=[CH:35][CH:36]=4)[C:37]4[CH:38]=[CH:39][CH:40]=[CH:41][CH:42]=4)=[O:28])[C:22](=[CH:25][O:26][C:1](=[O:3])[CH3:2])[CH2:23][S:24][C@H:19]23)=[O:16])[CH:13]=[CH:12][CH:11]=[CH:10][CH:9]=1. Reported procedure: Acetic anhydride (20 ml.) was added to a solution of diphenylmethyl 7-(2-phenylacetamido)-3-hydroxymethylcepham-4-carboxylate (10.0 g.) in dimethylsulfoxide (20 ml.), and stirred at room temperature for 15 hours. The resultant solution was poured into a solution of water (400 ml.) and ethyl acetate (400 ml.). The organic layer was separated and adjusted to pH 7.5 with an aqueous solution of sodium bicarbonate. The organic layer was separated, washed with water and a saturated aqueous solution of... The reactants are C(C)O (ethanol), CC1=C(N=C(O1)C1=CC=CC=C1)COC1=CC=C2C=C(C=NC2=C1)CC1C(NC(S1)=N)=O (5-[[7-(5-methyl-2-phenyl-4-oxazolylmethoxy)-3-quinolyl]methyl]-2-iminothiazolidin-4-one). Solvent: Cl (hydrochloric acid). Yields the product CC1=C(N=C(O1)C1=CC=CC=C1)COC1=CC=C2C=C(C=NC2=C1)CC1C(NC(S1)=O)=O (5-[[7-(5-methyl-2-phenyl-4-oxazolylmethoxy)-3-quinolyl]methyl]thiazolidine-2,4-dione). The yield is 11.0%. Reaction SMILES: [CH3:1][C:2]1[O:6][C:5]([C:7]2[CH:12]=[CH:11][CH:10]=[CH:9][CH:8]=2)=[N:4][C:3]=1[CH2:13][O:14][C:15]1[CH:24]=[C:23]2[C:18]([CH:19]=[C:20]([CH2:25][CH:26]3[S:30][C:29](=N)[NH:28][C:27]3=[O:32])[CH:21]=[N:22]2)=[CH:17][CH:16]=1.C([OH:35])C>Cl>[CH3:1][C:2]1[O:6][C:5]([C:7]2[CH:12]=[CH:11][CH:10]=[CH:9][CH:8]=2)=[N:4][C:3]=1[CH2:13][O:14][C:15]1[CH:24]=[C:23]2[C:18]([CH:19]=[C:20]([CH2:25][CH:26]3[S:30][C:29](=[O:35])[NH:28][C:27]3=[O:32])[CH:21]=[N:22]2)=[CH:17][CH:16]=1. Procedure: In a mixture of 3N hydrochloric acid (4 mL) and ethanol (2 mL) was dissolved 5-[[7-(5-methyl-2-phenyl-4-oxazolylmethoxy)-3-quinolyl]methyl]-2-iminothiazolidin-4-one (100 mg, 0.22 mmol.). The resulting solution was heated under reflux for 12 hours. After the completion of reaction was confirmed, ethanol was distilled off. To the residue were added ethyl acetate and aqueous sodium hydrogen carbonate. The organic portion was recovered, washed with water, and dried over sodium sulfate. The solvent w... The reactants are ClC1=NC(=NC=C1)SCC(=O)OCC ((4-chloro-2-pyrimidinylthio)acetic acid, ethyl ester), ClC1=CC=C(CN)C=C1 (p-chlorobenzylamine), C([O-])([O-])=O.[Na+].[Na+] (sodium carbonate). The solvent is C(C)O (ethanol). Yields the product C(C)OC(CSC1=NC=CC(=N1)NCC1=CC=C(C=C1)Cl)=O ([4-(p-Chlorobenzylamino)-2-pyrimidinylthio]acetic acid ethyl ester). Isolated yield 38.4%. Reaction SMILES: Cl[C:2]1[CH:7]=[CH:6][N:5]=[C:4]([S:8][CH2:9][C:10]([O:12][CH2:13][CH3:14])=[O:11])[N:3]=1.[Cl:15][C:16]1[CH:23]=[CH:22][C:19]([CH2:20][NH2:21])=[CH:18][CH:17]=1.C(=O)([O-])[O-].[Na+].[Na+]>C(O)C>[CH2:13]([O:12][C:10](=[O:11])[CH2:9][S:8][C:4]1[N:3]=[C:2]([NH:21][CH2:20][C:19]2[CH:22]=[CH:23][C:16]([Cl:15])=[CH:17][CH:18]=2)[CH:7]=[CH:6][N:5]=1)[CH3:14] |f:2.3.4|. Procedure details: A stirred mixture of 10.0 g of (4-chloro-2-pyrimidinylthio)acetic acid, ethyl ester, 6.0 g of p-chlorobenzylamine and 4.5 g of sodium carbonate in 150 ml. of ethanol was heated under reflux for 5 hr. The reaction mixture was filtered and water was added to the filtrate to induce crystallization. After cooling in ice the precipitate was collected on a filter. Recrystallization from benzene-petroleum ether afforded 5.5 g of product, mp. 175-178°C.